Task: describe an organic reaction: reactants, conditions, products, and yield. Dataset: the Open Reaction Database (ORD), a public repository of structured organic reaction records Reactants: ClC=1C(=CC2=C(N(C(N2)=O)C2CCN(CC2)C2(CCOCC2)C#N)C1)C(F)(F)F (4-{4-[6-Chloro-2-oxo-5-(trifluoromethyl)-2,3-dihydro-1H-benzimidazol-1-yl]-1-piperidinyl}tetrahydro-2H-pyran-4-carbonitrile), C[Mg]Br (methylmagnesium bromide). Run in O1CCCC1 (tetrahydrofuran). Product: Cl.ClC=1C(=CC2=C(N(C(N2)=O)C2CCN(CC2)C2(CCOCC2)C)C1)C(F)(F)F (6-Chloro-1-[1-(4-methyltetrahydro-2H-pyran-4-yl)-4-piperidinyl]-5-(trifluoromethyl)-1,3-dihydro-2H-benzimidazol-2-one hydrochloride). Reaction SMILES: [Cl:1][C:2]1[C:3]([C:26]([F:29])([F:28])[F:27])=[CH:4][C:5]2[NH:9][C:8](=[O:10])[N:7]([CH:11]3[CH2:16][CH2:15][N:14]([C:17]4([C:23]#N)[CH2:22][CH2:21][O:20][CH2:19][CH2:18]4)[CH2:13][CH2:12]3)[C:6]=2[CH:25]=1.C[Mg]Br>O1CCCC1>[ClH:1].[Cl:1][C:2]1[C:3]([C:26]([F:27])([F:28])[F:29])=[CH:4][C:5]2[NH:9][C:8](=[O:10])[N:7]([CH:11]3[CH2:12][CH2:13][N:14]([C:17]4([CH3:23])[CH2:18][CH2:19][O:20][CH2:21][CH2:22]4)[CH2:15][CH2:16]3)[C:6]=2[CH:25]=1 |f:3.4|. Procedure details: A solution of 4-{4-[6-chloro-2-oxo-5-(trifluoromethyl)-2,3-dihydro-1H-benzimidazol-1-yl]-1-piperidinyl}tetrahydro-2H-pyran-4-carbonitrile (D65, 1160 mg, 0.37 mmol) in tetrahydrofuran (5 ml) was treated with methylmagnesium bromide (3M in diethyl ether, 1.0 ml, 3.0 mmol). After 2 h at room temperature the solution was partitioned between aqueous Rochelle salt solution and dichloromethane, and the organic layer was dried (MgSO4) and evaporated The residue was chromatographed on silica gel eluting ... The reactants are F[B-](F)(F)F.O=[N+]=O (nitronium tetrafluoroborate), NC=1SC2=C(N1)C(=CC(=C2)OC(F)(F)F)[Si](C)(C)C (2-amino-4-trimethylsilyl-6-trifluoromethoxybenzothiazole). Solvent: C(C)#N (acetonitrile), O (water). Reaction conditions: temperature 0 celsius, time 12 hour. Product: NC=1SC2=C(N1)C(=CC(=C2)OC(F)(F)F)[N+](=O)[O-] (2-amino-4-nitro-6-trifluoromethoxybenzothiazole). Yield: 43.3%. Reaction SMILES: F[B-](F)(F)F.[O:6]=[N+:7]=[O:8].[NH2:9][C:10]1[S:11][C:12]2[CH:18]=[C:17]([O:19][C:20]([F:23])([F:22])[F:21])[CH:16]=[C:15]([Si](C)(C)C)[C:13]=2[N:14]=1>C(#N)C.O>[NH2:9][C:10]1[S:11][C:12]2[CH:18]=[C:17]([O:19][C:20]([F:23])([F:21])[F:22])[CH:16]=[C:15]([N+:7]([O-:8])=[O:6])[C:13]=2[N:14]=1 |f:0.1|. Reported procedure: 0.68 g of nitronium tetrafluoroborate are added in small portions to a solution of 0.76 g of 2-amino-4-trimethylsilyl-6-trifluoromethoxybenzothiazole in 20 cm3 of acetonitrile cooled to 0° C. Stirring is continued for 12 hours at a temperature close to 20° C. The solution is then diluted with 50 cm3 of water and extracted with 2 times 50 cm3 of ethyl acetate. The organic phases are combined, dried over sodium sulphate and concentrated in vacuum. The residue is purified by flash chromatography on... The reactants are BrC=1C(NC=CC1)=O (3-bromo-2(1H)-pyridinone), C(=O)([O-])[O-].[K+].[K+] (K2CO3), BrCCCCCl (1-bromo-4-chlorobutane). The solvent is CN(C)C=O (DMF). Reaction conditions: time 1 hour. Yields the product BrC=1C(N(C=CC1)CCCCCl)=O (3-bromo-1-(4-chlorobutyl)-2(1H)-pyridinone). The yield is 63.5%. RXN SMILES: [Br:1][C:2]1[C:3](=[O:8])[NH:4][CH:5]=[CH:6][CH:7]=1.C([O-])([O-])=O.[K+].[K+].Br[CH2:16][CH2:17][CH2:18][CH2:19][Cl:20]>CN(C=O)C>[Br:1][C:2]1[C:3](=[O:8])[N:4]([CH2:16][CH2:17][CH2:18][CH2:19][Cl:20])[CH:5]=[CH:6][CH:7]=1 |f:1.2.3|. Procedure: To a solution of 3-bromo-2(1H)-pyridinone (commercial source: Alfa Aesar) (5 g, 28.7 mmol) in DMF (130 ml) was added K2CO3 (4.8 g, 34.5 mmol). The reaction mixture was stirred at room temperature for 1 hour, then 1-bromo-4-chlorobutane (3.3 ml, 28.7 mmol) was added and the reaction mixture was stirred for 18 hours at room temperature. DMF was evaporated, water was added to the crude and the organic layers were extracted with DCM. The organic layers were combined, dried over Na2SO4, filtered and ... Starting materials: [BH4-].[Na+] (sodium borohydride), Cl (hydrochloric acid), [BH4-].[Na+] (sodium borohydride), solution, C(C)OC(C)OCCC[Li] (3-[1-(ethoxy)ethoxy]propyllithium), ClC=1C=C(C=CC1Cl)C1(CCC1)C#N (1-(3,4-dichlorophenyl)cyclobutanecarbonitrile). The solvent is O (water), CC(C)O (propan-2-ol), CC(C)O (propan-2-ol), O (water), CC(C)O (propan-2-ol), CCOCC (ether). Reaction conditions: time 16 hour. Reported procedure: A 0.25M solution of 3-[1-(ethoxy)ethoxy]propyllithium [prepared from 3-[1-(ethoxy)ethoxy]propyl bromide (20 g), lithium strips (1.6 g) and ether (75 ml)] was added to a solution of 1-(3,4-dichlorophenyl)cyclobutanecarbonitrile (4.44 g) in dry ether (100 ml) at 0° C. under argon. The mixture was stirred for 16 hours at ambient temperature and propan-2-ol (50 ml) and then a solution of sodium borohydride (1.5 g) in propan-2-ol (60 ml) were added and the mixture stirred at ambient temperature for 2... Yields the product Cl.NC(CCCO)C1(CCC1)C1=CC(=C(C=C1)Cl)Cl (4-amino-4-[1-(3,4-dichlorophenyl)cyclobutyl]butan-1-ol hydrochloride). Reaction SMILES: C(OC([O:6][CH2:7][CH2:8][CH2:9][Li])C)C.[Cl:11][C:12]1[CH:13]=[C:14]([C:19]2([C:23]#[N:24])[CH2:22][CH2:21][CH2:20]2)[CH:15]=[CH:16][C:17]=1[Cl:18].[BH4-].[Na+].Cl>CCOCC.CC(O)C.O>[ClH:11].[NH2:24][CH:23]([C:19]1([C:14]2[CH:15]=[CH:16][C:17]([Cl:18])=[C:12]([Cl:11])[CH:13]=2)[CH2:20][CH2:21][CH2:22]1)[CH2:9][CH2:8][CH2:7][OH:6] |f:2.3,8.9|. The reactants are C(C)(C)N(CC)C(C)C (di-iso-propylethylamine), C1(=CC=CC=C1)N1N=C2C=3C(NC=C2C1=O)=CNC3 (2-Phenyl-5,7-dihydropyrazolo[3,4-d]pyrrolo[3,4-b]pyridin-3(2H)-one), CN=C=O (methylisocyanate). Run in CN(C)C=O (DMF). Conditions: time 8 hour. Product: CNC(=O)N1C=C2NC=C3C(C2=C1)=NN(C3=O)C3=CC=CC=C3 (N-Methyl-3-oxo-2-phenyl-2,3-dihydropyrazolo[3,4-d]pyrrolo[3,4-b]pyridine-7(5H)-carboxamide). As a reaction SMILES: [C:1]1([N:7]2[C:15](=[O:16])[C:14]3[C:9]([C:10]4[C:11](=[CH:17][NH:18][CH:19]=4)[NH:12][CH:13]=3)=[N:8]2)[CH:6]=[CH:5][CH:4]=[CH:3][CH:2]=1.C(N(C(C)C)CC)(C)C.[CH3:29][N:30]=[C:31]=[O:32]>CN(C=O)C>[CH3:29][NH:30][C:31]([N:18]1[CH:19]=[C:10]2[C:11]([NH:12][CH:13]=[C:14]3[C:15](=[O:16])[N:7]([C:1]4[CH:2]=[CH:3][CH:4]=[CH:5][CH:6]=4)[N:8]=[C:9]32)=[CH:17]1)=[O:32]. Procedure details: One equivalent of pyrrolo-pyridine 12a was dissolved in DMF (0.1 M) under an atmosphere of nitrogen. 3 equivalents of di-iso-propylethylamine was added, followed by 1.5 equivalents of methylisocyanate and stirred overnight. The crude reaction mixture was concentrated to dryness and purification by column chromatography afforded the compound 13a. 1H NMR (400 MHz, DMSO-d6) δ ppm 2.84 (d, J=3.52 Hz, 3H) 7.02-7.18 (m, 1H) 7.30-7.47 (m, 2H) 7.57-7.78 (m, 1H) 7.90-8.04 (m, 1H) 8.05-8.20 (m, 2H) 8.32-8... The reactants are CN(C)c1ccccc1, CCOC(=O)c1c(-c2ccc(Cl)cc2Cl)nc(-c2ccccc2)[nH]c1=O, O=P(Cl)(Cl)Cl. Product: CCOC(=O)c1c(Cl)nc(-c2ccccc2)nc1-c1ccc(Cl)cc1Cl. Reaction SMILES: [CH3:32][N:33]([c:34]1[cH:35][cH:36][cH:37][cH:38][cH:39]1)[CH3:40].[Cl:1][c:2]1[c:3](-[c:9]2[n:10][c:11](-[c:21]3[cH:22][cH:23][cH:24][cH:25][cH:26]3)[nH:12][c:13](=[O:20])[c:14]2[C:15](=[O:16])[O:17][CH2:18][CH3:19])[cH:4][cH:5][c:6]([Cl:8])[cH:7]1.[P:27]([Cl:28])([Cl:29])([Cl:30])=[O:31]>>[Cl:1][c:2]1[c:3](-[c:9]2[n:10][c:11](-[c:21]3[cH:22][cH:23][cH:24][cH:25][cH:26]3)[n:12][c:13]([Cl:29])[c:14]2[C:15](=[O:16])[O:17][CH2:18][CH3:19])[cH:4][cH:5][c:6]([Cl:8])[cH:7]1. The reagents and catalysts are C=1C=CC(=CC1)/C=C/C(=O)/C=C/C2=CC=CC=C2.C=1C=CC(=CC1)/C=C/C(=O)/C=C/C2=CC=CC=C2.[Pd] (bis(dibenzylideneacetone)palladium). The product is ClC=1C=C(C(N(N1)C)=O)NC1=NC=C(N=C1)CNC1CCC1 (6-Chloro-4-(5-cyclobutylaminomethyl-pyrazin-2-ylamino)-2-methyl-2H-pyridazin-3-one). The reactants are C1(CCC1)NCC=1N=CC(=NC1)N (5-((cyclobutylamino)methyl)pyrazin-2-amine), BrC=1C(N(N=C(C1)Cl)C)=O (4-bromo-6-chloro-2-methylpyridazin-3(2H)-one), C(=O)([O-])[O-].[Cs+].[Cs+] (Cs2CO3), CC1(C2=C(C(=CC=C2)P(C3=CC=CC=C3)C4=CC=CC=C4)OC5=C(C=CC=C51)P(C6=CC=CC=C6)C7=CC=CC=C7)C (xantphos). Reaction SMILES: [CH:1]1([NH:5][CH2:6][C:7]2[N:8]=[CH:9][C:10]([NH2:13])=[N:11][CH:12]=2)[CH2:4][CH2:3][CH2:2]1.Br[C:15]1[C:16](=[O:23])[N:17]([CH3:22])[N:18]=[C:19]([Cl:21])[CH:20]=1.C([O-])([O-])=O.[Cs+].[Cs+].CC1(C)C2C(=C(P(C3C=CC=CC=3)C3C=CC=CC=3)C=CC=2)OC2C(P(C3C=CC=CC=3)C3C=CC=CC=3)=CC=CC1=2>O1CCOCC1.C1C=CC(/C=C/C(/C=C/C2C=CC=CC=2)=O)=CC=1.C1C=CC(/C=C/C(/C=C/C2C=CC=CC=2)=O)=CC=1.[Pd]>[Cl:21][C:19]1[CH:20]=[C:15]([NH:13][C:10]2[CH:9]=[N:8][C:7]([CH2:6][NH:5][CH:1]3[CH2:2][CH2:3][CH2:4]3)=[CH:12][N:11]=2)[C:16](=[O:23])[N:17]([CH3:22])[N:18]=1 |f:2.3.4,7.8.9|. Reaction conditions: temperature 105 celsius, time 8 hour. Procedure: In a 15 mL microwave reaction vial was added a solution of 5-((cyclobutylamino)methyl)pyrazin-2-amine (280 mg, 1.57 mmol, Eq: 1.00) in dioxane (7 ml) under argon bubbling. To the solution was added 4-bromo-6-chloro-2-methylpyridazin-3(2H)-one (456 mg, 2.04 mmol, Eq: 1.3), Cs2CO3 (1.3 g, 3.99 mmol, Eq: 2.54), xantphos (136 mg, 236 mmol, Eq: 0.15) and bis(dibenzylideneacetone)palladium (67.7 mg, 118 μmol, Eq: 0.075). The reaction tube was sealed and heated in oil bath at 105° C. (bath temp) for 7 ... Solvent: O1CCOCC1 (dioxane). Isolated yield 39.1%.